From a dataset of the Open Reaction Database (ORD), a public repository of structured organic reaction records. describe an organic reaction: reactants, conditions, products, and yield Reactants: BrC=1C=C(C=CC1)C (3-Bromotoluene), [Mg] (magnesium), O1CCCC1 (tetrahydrofuran), ClC1=NC(=CC=C1C#N)CC (2-chloro-3-cyano-6-ethylpyridine), [Cl-].[NH4+] (ammonium chloride), Cl (hydrochloric acid), [Mg] (magnesium). Conditions: temperature -20 celsius, time 17 hour. Yields the product ClC1=NC(=CC=C1C(C1=CC(=CC=C1)C)=O)CC (2-chloro-6-ethyl-3-(3-methylbenzoyl)pyridine). Yield: 56.0%. As a reaction SMILES: Br[C:2]1[CH:3]=[C:4]([CH3:8])[CH:5]=[CH:6][CH:7]=1.[Mg].[Cl:10][C:11]1[C:16]([C:17]#N)=[CH:15][CH:14]=[C:13]([CH2:19][CH3:20])[N:12]=1.[Cl-].[NH4+].Cl.[O:24]1CCCC1>>[Cl:10][C:11]1[C:16]([C:17](=[O:24])[C:6]2[CH:7]=[CH:2][CH:3]=[C:4]([CH3:8])[CH:5]=2)=[CH:15][CH:14]=[C:13]([CH2:19][CH3:20])[N:12]=1 |f:3.4|. Reported procedure: 3-Bromotoluene (12.5 g, 73.1 mmol) was added to a tetrahydrofuran (200 ml) solution of magnesium (1.70 g, 70.0 mmol), and the mixture was stirred until magnesium pieces disappeared. The reaction solution was cooled to -20° C., mixed with 2-chloro-3-cyano-6-ethylpyridine (10.6 g, 63.6 mmol) and then stirred for 17 hours at room temperature. The reaction solution was mixed with saturated ammonium chloride aqueous solution and 1 N hydrochloric acid, and the mixture was stirred for 2 hours at room t... As a reaction SMILES: [CH2:1]([CH3:2])[O:3][C:4](=[O:5])[c:6]1[s:7][c:8](-[c:11]2[n:12][c:13]([NH:17][c:18]3[cH:19][n:20][cH:21][cH:22][cH:23]3)[n:14][cH:15][cH:16]2)[cH:9][cH:10]1.[CH3:27][OH:28].[ClH:26].[Li+:25].[OH-:24].[OH2:29]>>[O:3]=[C:4]([OH:5])[c:6]1[s:7][c:8](-[c:11]2[n:12][c:13]([NH:17][c:18]3[cH:19][n:20][cH:21][cH:22][cH:23]3)[n:14][cH:15][cH:16]2)[cH:9][cH:10]1. The reactants are CCOC(=O)c1ccc(-c2ccnc(Nc3cccnc3)n2)s1, CO, Cl, [Li+], [OH-], O. Yields the product O=C(O)c1ccc(-c2ccnc(Nc3cccnc3)n2)s1. The reactants are C(C)(C)(C)OC(NC(C)C=1N(C(C2=C(N1)NCCC2)=O)C2=CC=C(C=C2)OCC)=O ({1-[3-(4-Ethoxy-phenyl)-4-oxo-3,4,5,6,7,8-hexahydro-pyrido[2,3-d]pyrimidin-2-yl]-ethyl}-carbamic acid tert-butyl ester), C(C)(C)N(C(C)C)CC (N,N-diisopropylethylamine), C(C)(=O)OC(C)=O (acetic anhydride). Run at temperature 80 celsius, time 8 hour. Product: C(C)(C)(C)OC(N[C@H](C)C=1N(C(C2=C(N1)N(CCC2)C(C)=O)=O)C2=CC=C(C=C2)OCC)=O ((R)-{1-[8-Acetyl-3-(4-ethoxy-phenyl)-4-oxo-3,4,5,6,7,8-hexahydro-pyrido[2,3-d]pyrimidin-2-yl]-ethyl}-carbamic acid tert-butyl ester). Reaction SMILES: [C:1]([O:5][C:6](=[O:30])[NH:7][CH:8]([C:10]1[N:11]([C:21]2[CH:26]=[CH:25][C:24]([O:27][CH2:28][CH3:29])=[CH:23][CH:22]=2)[C:12](=[O:20])[C:13]2[CH2:19][CH2:18][CH2:17][NH:16][C:14]=2[N:15]=1)[CH3:9])([CH3:4])([CH3:3])[CH3:2].C(N(CC)C(C)C)(C)C.[C:40](OC(=O)C)(=[O:42])[CH3:41]>>[C:1]([O:5][C:6](=[O:30])[NH:7][C@@H:8]([C:10]1[N:11]([C:21]2[CH:22]=[CH:23][C:24]([O:27][CH2:28][CH3:29])=[CH:25][CH:26]=2)[C:12](=[O:20])[C:13]2[CH2:19][CH2:18][CH2:17][N:16]([C:40](=[O:42])[CH3:41])[C:14]=2[N:15]=1)[CH3:9])([CH3:4])([CH3:2])[CH3:3]. Procedure details: D2 (263 mg, 0.63 mmol) and N,N-diisopropylethylamine (111 μL, 0.63 mmol) were dissolved in acetic anhydride (10 mL) and heated to 80° C. The reaction stirred overnight. It was quenched with saturated aqueous sodium bicarbonate, then extracted with dichloromethane. The organic layer was washed with saturated aqueous sodium bicarbonate and brine, then dried over magnesium sulfate, filtered, concentrated in vacuo. Purified by chromatography (1:1 to 1:2 hexane:ethyl acetate), recovering 168 mg of D3... Reactants: C1(CCC1)OC1=C2CC[C@@H](N(C2=CC=C1B1OC(C(O1)(C)C)(C)C)C(=O)C1CC1)C ((S)-(5-cyclobutoxy-2-methyl-6-(4,4,5,5-tetramethyl-1,3,2-dioxaborolan-2-yl)-3,4-dihydroquinolin-1(2H)-yl)(cyclopropyl)methanone), C1(CC1)N1N=CC(=C1N)I (1-cyclopropyl-4-iodo-1H-pyrazol-5-amine), C([O-])([O-])=O.[Na+].[Na+] (sodium carbonate), O1CCOCC1 (1,4-dioxane). Reagents/catalysts: C1=CC=C(C=C1)P([C-]2C=CC=C2)C3=CC=CC=C3.C1=CC=C(C=C1)P([C-]2C=CC=C2)C3=CC=CC=C3.Cl[Pd]Cl.[Fe+2].ClCCl ([1,1′-bis(diphenylphosphino)ferrocene]dichloropalladium(II) dichloromethane). Run in O (water). Run at temperature 80 celsius, time 18 hour. Yields the product NC1=C(C=NN1C1CC1)C=1C(=C2CC[C@@H](N(C2=CC1)C(=O)C1CC1)C)OC1CCC1 (((2S)-6-(5-amino-1-cyclopropyl-1H-pyrazol-4-yl)-5-cyclobutoxy-2-methyl-3,4-dihydroquinolin-1(2H)-yl)(cyclopropyl)methanone). As a reaction SMILES: [CH:1]1([O:5][C:6]2[C:15](B3OC(C)(C)C(C)(C)O3)=[CH:14][CH:13]=[C:12]3[C:7]=2[CH2:8][CH2:9][C@H:10]([CH3:30])[N:11]3[C:25]([CH:27]2[CH2:29][CH2:28]2)=[O:26])[CH2:4][CH2:3][CH2:2]1.[CH:31]1([N:34]2[C:38]([NH2:39])=[C:37](I)[CH:36]=[N:35]2)[CH2:33][CH2:32]1.C(=O)([O-])[O-].[Na+].[Na+].O1CCOCC1>C1C=CC(P(C2C=CC=CC=2)[C-]2C=CC=C2)=CC=1.C1C=CC(P(C2C=CC=CC=2)[C-]2C=CC=C2)=CC=1.Cl[Pd]Cl.[Fe+2].ClCCl.O>[NH2:39][C:38]1[N:34]([CH:31]2[CH2:33][CH2:32]2)[N:35]=[CH:36][C:37]=1[C:15]1[C:6]([O:5][CH:1]2[CH2:4][CH2:3][CH2:2]2)=[C:7]2[C:12](=[CH:13][CH:14]=1)[N:11]([C:25]([CH:27]1[CH2:29][CH2:28]1)=[O:26])[C@@H:10]([CH3:30])[CH2:9][CH2:8]2 |f:2.3.4,6.7.8.9.10|. Procedure details: A 50-mL round-bottom flask was charged with (S)-(5-cyclobutoxy-2-methyl-6-(4,4,5,5-tetramethyl-1,3,2-dioxaborolan-2-yl)-3,4-dihydroquinolin-1(2H)-yl)(cyclopropyl)methanone (0.140 g, 0.34 mmol), 1-cyclopropyl-4-iodo-1H-pyrazol-5-amine (0.071 g, 0.29 mmol), [1,1′-bis(diphenylphosphino)ferrocene]dichloropalladium(II) dichloromethane adduct (23.2 mg, 0.03 mmol, 0.10 equiv), sodium carbonate (0.061 g, 0.58 mmol), 1,4-dioxane (10 mL) and water (3 mL). The resulting mixture stirred for 18 h at 80° C. a... Starting materials: COc1cccc(C=O)c1, [Cl-], FC(F)(F)c1cccc(Br)c1, I, [Mg], [NH4+]. Yields the product COc1cccc(C(O)c2cccc(C(F)(F)F)c2)c1. Reaction SMILES: [CH3:14][O:15][c:16]1[cH:17][c:18]([CH:19]=[O:20])[cH:21][cH:22][cH:23]1.[Cl-:24].[F:1][C:2]([c:3]1[cH:4][c:5]([Br:9])[cH:6][cH:7][cH:8]1)([F:10])[F:11].[I:13].[Mg:12].[NH4+:25]>>[F:1][C:2]([c:3]1[cH:4][c:5]([CH:19]([c:18]2[cH:17][c:16]([O:15][CH3:14])[cH:23][cH:22][cH:21]2)[OH:20])[cH:6][cH:7][cH:8]1)([F:10])[F:11]. The reactants are CC1CN(Cc2ccccc2)Cc2c(C=O)c(-c3ccccc3)n(Cc3ccccc3)c21, Cl, Cl, NO, c1ccncc1. The product is CC1CN(Cc2ccccc2)Cc2c(C=NO)c(-c3ccccc3)n(Cc3ccccc3)c21. Reaction SMILES: [CH2:1]([c:2]1[cH:3][cH:4][cH:5][cH:6][cH:7]1)[n:8]1[c:9](-[c:27]2[cH:28][cH:29][cH:30][cH:31][cH:32]2)[c:10]([CH:25]=[O:26])[c:11]2[c:16]1[CH:15]([CH3:17])[CH2:14][N:13]([CH2:18][c:19]1[cH:20][cH:21][cH:22][cH:23][cH:24]1)[CH2:12]2.[ClH:33].[ClH:36].[NH2:34][OH:35].[cH:37]1[cH:38][cH:39][n:40][cH:41][cH:42]1>>[CH2:1]([c:2]1[cH:3][cH:4][cH:5][cH:6][cH:7]1)[n:8]1[c:9](-[c:27]2[cH:28][cH:29][cH:30][cH:31][cH:32]2)[c:10]([CH:25]=[N:34][OH:35])[c:11]2[c:16]1[CH:15]([CH3:17])[CH2:14][N:13]([CH2:18][c:19]1[cH:20][cH:21][cH:22][cH:23][cH:24]1)[CH2:12]2.